From a dataset of the Open Reaction Database (ORD), a public repository of structured organic reaction records. describe an organic reaction: reactants, conditions, products, and yield The reactants are CS(=O)(=O)NC=1SC(=CN1)SCC1=CC=CC=C1 (2-methanesulfonamido-5-benzylthiothiazole), [Cl-].[Al+3].[Cl-].[Cl-] (aluminum chloride). Solvent: C1(=CC=CC=C1)C (toluene), C1(=CC=CC=C1)C (toluene). The product is CS(=O)(=O)NC=1SC(=CN1)S (2-methanesulfonamidothiazole-5-thiol). The yield is 30.6%. Reaction SMILES: [Cl-].[Al+3].[Cl-].[Cl-].[CH3:5][S:6]([NH:9][C:10]1[S:11][C:12]([S:15]CC2C=CC=CC=2)=[CH:13][N:14]=1)(=[O:8])=[O:7]>C1(C)C=CC=CC=1>[CH3:5][S:6]([NH:9][C:10]1[S:11][C:12]([SH:15])=[CH:13][N:14]=1)(=[O:7])=[O:8] |f:0.1.2.3|. Procedure: To a mixture of aluminum chloride (510 mg.) and dried toluene (15 ml.) was added 2-methanesulfonamido-5-benzylthiothiazole (560 mg.) over 5 minutes at 110° C. with stirring, and the mixture was further stirred for 1 hour at the same temperature. After the reaction, toluene was removed by decantation. To the residue was added a mixture of water (20 ml.) and methylene chloride (20 ml), and the mixture was stirred for 30 minutes. Thus obtained insoluble material was collected by filtration, washed ... The reactants are O=[As]c1ccc(NC(=O)CSCCC(=O)NC(CCC(=O)O)C(=O)O)cc1, O=C([O-])O, CS(C)=O, [Na], [Na], O=C(CCS)NC1C(O)OC(CO)C(O)C1O, c1ccc(P(c2ccccc2)c2ccccc2)cc1. Yields the product O=[As]c1ccc(NC(=O)CSCCC(=O)NC2C(O)OC(CO)C(O)C2O)cc1. Reaction SMILES: [As:1](=[O:2])[c:3]1[cH:4][cH:5][c:6]([NH:9][C:10](=[O:11])[CH2:12][S:13][CH2:14][CH2:15][C:16]([NH:17][CH:18]([C:19]([OH:20])=[O:21])[CH2:22][CH2:23][C:24]([OH:25])=[O:26])=[O:27])[cH:7][cH:8]1.[C:47](=[O:48])([OH:49])[O-:50].[CH3:70][S:71]([CH3:72])=[O:73].[Na:45].[Na:46].[SH:28][CH2:29][CH2:30][C:31](=[O:32])[NH:33][CH:34]1[CH:35]([OH:36])[O:37][CH:38]([CH2:43][OH:44])[CH:39]([OH:42])[CH:40]1[OH:41].[c:51]1([P:52]([c:53]2[cH:54][cH:55][cH:56][cH:57][cH:58]2)[c:59]2[cH:60][cH:61][cH:62][cH:63][cH:64]2)[cH:65][cH:66][cH:67][cH:68][cH:69]1>>[As:1](=[O:2])[c:3]1[cH:4][cH:5][c:6]([NH:9][C:10](=[O:11])[CH2:12][S:28][CH2:29][CH2:30][C:31](=[O:32])[NH:33][CH:34]2[CH:35]([OH:36])[O:37][CH:38]([CH2:43][OH:44])[CH:39]([OH:42])[CH:40]2[OH:41])[cH:7][cH:8]1. Reactants: CC(C)=O, O=C(O)c1ccc(Cl)cc1O, O=C(OC(=O)C(F)(F)F)C(F)(F)F, O=C(O)C(F)(F)F. The product is CC1(C)OC(=O)c2ccc(Cl)cc2O1. Reaction SMILES: [CH3:14][C:15]([CH3:16])=[O:17].[Cl:18][c:19]1[cH:20][c:21]([OH:28])[c:22]([C:23](=[O:24])[OH:25])[cH:26][cH:27]1.[F:1][C:2]([F:3])([F:4])[C:5]([O:6][C:7](=[O:8])[C:9]([F:10])([F:11])[F:12])=[O:13].[OH:29][C:30]([C:31]([F:32])([F:33])[F:34])=[O:35]>>[CH3:14][C:15]1([CH3:16])[O:17][C:23](=[O:24])[c:22]2[c:21]([cH:20][c:19]([Cl:18])[cH:27][cH:26]2)[O:28]1. Starting materials: CC#CC(=O)OCC, Oc1cccc(C(F)(F)F)c1, C1CCC2=NCCCN2CC1, C1CCOC1. Yields the product CCOC(=O)C=C(C)Oc1cccc(C(F)(F)F)c1. As a reaction SMILES: [CH2:12]([CH3:13])[O:14][C:15]([C:16]#[C:17][CH3:18])=[O:19].[F:1][C:2]([c:3]1[cH:4][c:5]([OH:9])[cH:6][cH:7][cH:8]1)([F:10])[F:11].[N:20]12[CH2:21][CH2:22][CH2:23][N:24]=[C:25]1[CH2:26][CH2:27][CH2:28][CH2:29][CH2:30]2.[O:31]1[CH2:32][CH2:33][CH2:34][CH2:35]1>>[F:1][C:2]([c:3]1[cH:4][c:5]([O:9][C:17](=[CH:16][C:15]([O:14][CH2:12][CH3:13])=[O:19])[CH3:18])[cH:6][cH:7][cH:8]1)([F:10])[F:11]. The reactants are C(C)OC(COC1=C(C(=C(C=C1)C(C)=O)O)CCC)=O ((4-acetyl-3-hydroxy-2-propylphenoxy)acetic acid ethyl ester), [OH-].[Na+] (sodium hydroxide). Solvent: CO (methanol). Product: C(C)(=O)C1=C(C(=C(OCC(=O)O)C=C1)CCC)O ((4-acetyl-3-hydroxy-2-propylphenoxy)acetic acid). Yield: 82.9%. RXN SMILES: C([O:3][C:4](=[O:20])[CH2:5][O:6][C:7]1[CH:12]=[CH:11][C:10]([C:13](=[O:15])[CH3:14])=[C:9]([OH:16])[C:8]=1[CH2:17][CH2:18][CH3:19])C.[OH-].[Na+]>CO>[C:13]([C:10]1[CH:11]=[CH:12][C:7]([O:6][CH2:5][C:4]([OH:20])=[O:3])=[C:8]([CH2:17][CH2:18][CH3:19])[C:9]=1[OH:16])(=[O:15])[CH3:14] |f:1.2|. Procedure details: To 5.6 g of (4-acetyl-3-hydroxy-2-propylphenoxy)acetic acid ethyl ester in 50 ml of methanol was added 50 ml of 1.0N sodium hydroxide and the solution was stirred at reflux for 2 hours. The methanol was removed in vacuo, the residue was acidified and the product was extracted with ether. The dried (over magnesium sulfate) extract was concentrated in vacuo to a solid which was recrystallized from ether-hexane to give 4.18 g of (4-acetyl-3-hydroxy-2-propylphenoxy)acetic acid, the titled compound, ... Reactants: BrC=1C=C2C=3N(C(C(NC3C1)=O)=O)C(C2)CC(=O)O (8-bromo-5-carboxymethyl-5,6-dihydro-1H-pyrrolo[1,2,3-de]quinoxaline-2,3-dione), C(C1=CC=CC=C1)N (benzylamine). The product is BrC=1C=C2C=3N(C(C(NC3C1)=O)=O)C(C2)CC(NCC2=CC=CC=C2)=O (8-Bromo-5-benzylcarbamoylmethyl-5,6-dihydro-1H-pyrrolo[1,2,3-de]quinoxaline-2,3-dione). Yield: 49.5%. RXN SMILES: [Br:1][C:2]1[CH:3]=[C:4]2[CH2:15][CH:14]([CH2:16][C:17]([OH:19])=O)[N:6]3[C:7](=[O:13])[C:8](=[O:12])[NH:9][C:10]([CH:11]=1)=[C:5]23.[CH2:20]([NH2:27])[C:21]1[CH:26]=[CH:25][CH:24]=[CH:23][CH:22]=1>>[Br:1][C:2]1[CH:3]=[C:4]2[CH2:15][CH:14]([CH2:16][C:17](=[O:19])[NH:27][CH2:20][C:21]3[CH:26]=[CH:25][CH:24]=[CH:23][CH:22]=3)[N:6]3[C:7](=[O:13])[C:8](=[O:12])[NH:9][C:10]([CH:11]=1)=[C:5]23. Procedure details: A procedure similar to that described in Example 5 was carried out with 8-bromo-5-carboxymethyl-5,6-dihydro-1H-pyrrolo[1,2,3-de]quinoxaline-2,3-dione (130 mg, 0.40 mmol) and benzylamine (48 μL, 0.44 mmol) to give 82 mg of the title compound (51%): mp 252° C. (dec); 1H NMR (270 MHz, DMSO-d6) δ12.13 (s, 1H), 8.69 (t, 1H, J=6 Hz), 7.18~7.34 (m, 5H), 7.20 (s, 2H), 5.16~5.22 (m, 1H), 4.27 (d, 2H, J=6 Hz), 2.80 (dm, 1H, J=18 Hz), 2.55 (dm, 1H, J=14 Hz), 2.46 (m, 1H, J=14 Hz), 1.87~2.03 (m, 1H). Reactants: S(O)(O)(=O)=O (sulfuric acid), S([O-])(O)=O.[Na+] (sodium bisulfite), ice, C(#N)C1=CC(=C(C=C1)NC(C)=O)F (N-(4-cyano-2-fluorophenyl)acetamide), saturated solution, S(=S)(=O)([O-])[O-].[Na+].[Na+] (sodium thiosulfate), B(=O)O[O-].[Na+] (sodium perborate), [I-].[K+] (potassium iodide). Reagents/catalysts: [O-][W](=O)(=O)[O-].[Na+].[Na+] (sodium tungstate). The solvent is C(C)(=O)O (acetic acid), C(C)(=O)O (acetic acid), C(C)(=O)OC(C)=O (acetic anhydride), O (water). Conditions: temperature 50 celsius, time 1 hour. Product: NC1=C(C=C(C#N)C=C1I)F (4-Amino-3-fluoro-5-iodobenzonitrile). The yield is 15.3%. RXN SMILES: B(O[O-])=O.[Na+].[I-:6].[K+].S(=O)(=O)(O)O.[C:13]([C:15]1[CH:20]=[CH:19][C:18]([NH:21]C(=O)C)=[C:17]([F:25])[CH:16]=1)#[N:14].S([O-])([O-])(=O)=S.[Na+].[Na+].S(=O)(O)[O-].[Na+]>C(O)(=O)C.C(OC(=O)C)(=O)C.O.[O-][W]([O-])(=O)=O.[Na+].[Na+]>[NH2:21][C:18]1[C:19]([I:6])=[CH:20][C:15]([C:13]#[N:14])=[CH:16][C:17]=1[F:25] |f:0.1,2.3,6.7.8,9.10,14.15.16|. Procedure: A solution of sodium perborate (4.2 g, 27.3 mmols) and sodium tungstate (450 mg, 1.4 mmol) in a mixture of 20 mL of glacial acetic acid and 15 mL of acetic anhydride was treated with a solution of potassium iodide (2.3 g, 13.9 mmols) in 15 mL of water. The mixture was treated with 7.5 mL of concentrated sulfuric acid over 15 minutes. A suspension of N-(4-cyano-2-fluorophenyl)acetamide (1.79 g, 10 mmols) in 15 mL of glacial acetic acid was added to and the resulting mixture was heated at 50° C. A... Reactants: C(C=C)O[C@@H]1C[C@@H](C2=CC(=CC=C12)Br)NC[C@H]([C@H](CC1=CC(=CC(=C1)F)F)N)O ((2R,3S)-1-((1S,3R)-3-(Allyloxy)-6-bromo-2,3-dihydro-1H-inden-1-ylamino)-3-amino-4-(3,5-difluorophenyl)butan-2-ol), BrC=1C=CC=2[C@@H]3OCC=CCCCC(N[C@H]([C@@H](CN[C@H](C2C1)C3)O)CC3=CC(=CC(=C3)F)F)=O ((1S,4R,5S,15R)-19-bromo-5-(3,5-difluoro-benzyl)-4-hydroxy-14-oxa-2,6-diaza-tricyclo[13.6.1.016,21]docosa-11,16(21),17,19-tetraen-7-one), CN1CC2CNCC2C1 (2-methyloctahydropyrrolo[3,4-c]pyrrole), C(C=C)O[C@@H]1C[C@@H](C2=CC(=CC=C12)Br)NC[C@H]([C@H](CC1=CC(=CC(=C1)F)F)N)O ((2R,3S)-1-((1S,3R)-3-(Allyloxy)-6-bromo-2,3-dihydro-1H-inden-1-ylamino)-3-amino-4-(3,5-difluorophenyl)butan-2-ol). The product is FC=1C=C(C[C@H]2[C@@H](CN[C@@H]3C=4C=C(C=CC4[C@H](OCC=CCCCC(N2)=O)C3)N3CC2CN(CC2C3)C)O)C=C(C1)F ((1S,4R,5S,15R)-5-(3,5-difluoro-benzyl)-4-hydroxy-19-(5-methyl-hexahydro-pyrrolo[3,4-c]pyrrol-2-yl)-14-oxa-2,6-diaza-tricyclo[13.6.1.016,21]docosa-11,16(21),17,19-tetraen-7-one). Isolated yield 46.0%. RXN SMILES: C(O[C@H]1C2C(=CC(Br)=CC=2)[C@@H](NC[C@@H](O)[C@@H](N)CC2C=C(F)C=C(F)C=2)C1)C=C.Br[C:31]1[CH:32]=[CH:33][C:34]2[C@H:35]3[CH2:52][C@@H:49]([C:50]=2[CH:51]=1)[NH:48][CH2:47][C@@H:46]([OH:53])[C@H:45]([CH2:54][C:55]1[CH:60]=[C:59]([F:61])[CH:58]=[C:57]([F:62])[CH:56]=1)[NH:44][C:43](=[O:63])[CH2:42][CH2:41][CH2:40][CH:39]=[CH:38][CH2:37][O:36]3.[CH3:64][N:65]1[CH2:72][CH:71]2[CH:67]([CH2:68][NH:69][CH2:70]2)[CH2:66]1>>[F:62][C:57]1[CH:56]=[C:55]([CH:60]=[C:59]([F:61])[CH:58]=1)[CH2:54][C@@H:45]1[NH:44][C:43](=[O:63])[CH2:42][CH2:41][CH2:40][CH:39]=[CH:38][CH2:37][O:36][C@@H:35]2[CH2:52][C@@H:49]([C:50]3[CH:51]=[C:31]([N:69]4[CH2:70][CH:71]5[CH:67]([CH2:66][N:65]([CH3:64])[CH2:72]5)[CH2:68]4)[CH:32]=[CH:33][C:34]=32)[NH:48][CH2:47][C@H:46]1[OH:53]. Reported procedure: Step FG (1): The title compound (80 mg) was prepared in 46% yield via Ullman type coupling of (1S,4R,5S,15R)-19-bromo-5-(3,5-difluoro-benzyl)-4-hydroxy-14-oxa-2,6-diaza-tricyclo[13.6.1.016,21]docosa-11,16(21),17,19-tetraen-7-one (TFA salt of Example 68) and 2-methyloctahydropyrrolo[3,4-c]pyrrole by following a procedure analogous to Step FF (1). LC/MS (M+H)+ 581.43. 1H NMR (400 MHz, CD3OD) δ ppm 1.27 (s, 2H) 1.49 (s, 1H) 1.98-2.06 (m, 2H) 2.23-2.35 (m, 5H) 2.38 (s, 2H) 2.54 (s, 1H) 2.58-2.69 (m,... Starting materials: CC(C)(C)c1ccc(Br)cc1, CC(=O)[O-], CC(=O)[O-], CC1CCC(=CN(C)c2ccccc2)C1=O, CC(C)(C)[O-], Cc1ccccc1, CN(C)c1ccc2ccccc2c1-c1c(P(C2CCCCC2)C2CCCCC2)ccc2ccccc12, [Na+], [Pd+2]. Product: CN(C=C1CCC(C)(c2ccc(C(C)(C)C)cc2)C1=O)c1ccccc1. As a reaction SMILES: [C:53]([CH3:54])([CH3:55])([CH3:56])[c:57]1[cH:58][cH:59][c:60]([Br:63])[cH:61][cH:62]1.[C:70]([O-:71])(=[O:72])[CH3:73].[C:75]([O-:76])(=[O:77])[CH3:78].[CH3:37][CH:38]1[C:39](=[O:52])[C:40](=[CH:43][N:44]([c:45]2[cH:46][cH:47][cH:48][cH:49][cH:50]2)[CH3:51])[CH2:41][CH2:42]1.[CH3:64][C:65]([CH3:66])([O-:67])[CH3:68].[CH3:79][c:80]1[cH:81][cH:82][cH:83][cH:84][cH:85]1.[CH:1]1([P:2]([CH:3]2[CH2:4][CH2:5][CH2:6][CH2:7][CH2:8]2)[c:9]2[cH:10][cH:11][c:12]3[c:13]([cH:14][cH:15][cH:16][cH:17]3)[c:18]2-[c:19]2[c:20]3[c:21]([cH:22][cH:23][cH:24][cH:25]3)[cH:26][cH:27][c:28]2[N:29]([CH3:30])[CH3:31])[CH2:32][CH2:33][CH2:34][CH2:35][CH2:36]1.[Na+:69].[Pd+2:74]>>[CH3:37][C:38]1([c:60]2[cH:59][cH:58][c:57]([C:53]([CH3:54])([CH3:55])[CH3:56])[cH:62][cH:61]2)[C:39](=[O:52])[C:40](=[CH:43][N:44]([c:45]2[cH:46][cH:47][cH:48][cH:49][cH:50]2)[CH3:51])[CH2:41][CH2:42]1. The reactants are C(CCCC)[C@@H]1CC[C@H](CC1)CC[C@@H]1CC[C@H](CC1)C#N (trans-4-[2-(trans-4-pentylcyclohexyl)ethyl]cyclohexanecarbonitrile), solution, [H-].C(C(C)C)[Al+]CC(C)C (diisobutylaluminium hydride), C(=O)([O-])C(O)C(O)C(=O)[O-].[Na+].[K+] (potassium sodium tartrate). Solvent: C(Cl)Cl (methylene chloride), C1(=CC=CC=C1)C (toluene). Reaction conditions: temperature -78 celsius, time 4 hour. The product is residue, C(CCCC)[C@@H]1CC[C@H](CC1)CC[C@@H]1CC[C@H](CC1)C=O (trans-4-[2-(trans-4-pentylcyclohexyl)ethyl]cyclohexanecarboxaldehyde). Isolated yield 84.4%. Reaction SMILES: [CH2:1]([C@H:6]1[CH2:11][CH2:10][C@H:9]([CH2:12][CH2:13][C@H:14]2[CH2:19][CH2:18][C@H:17]([C:20]#N)[CH2:16][CH2:15]2)[CH2:8][CH2:7]1)[CH2:2][CH2:3][CH2:4][CH3:5].[H-].C([Al+]CC(C)C)C(C)C.C(C(C(C([O-])=O)O)O)([O-])=[O:33].[Na+].[K+]>C(Cl)Cl.C1(C)C=CC=CC=1>[CH2:1]([C@H:6]1[CH2:11][CH2:10][C@H:9]([CH2:12][CH2:13][C@H:14]2[CH2:19][CH2:18][C@H:17]([CH:20]=[O:33])[CH2:16][CH2:15]2)[CH2:8][CH2:7]1)[CH2:2][CH2:3][CH2:4][CH3:5] |f:1.2,3.4.5|. Reported procedure: A solution of 2.3 g of trans-4-[2-(trans-4-pentylcyclohexyl)ethyl]cyclohexanecarbonitrile in 100 ml of methylene chloride was placed at -78° C. in a sulphonation flask under argon gasification and treated within 3 minutes with 10.5 ml of a 1.5M solution of diisobutylaluminium hydride in toluene. The mixture was subsequently stirred at -78° C. for a further 4 hours, then treated cautiously with 50 ml of 10% potassium sodium tartrate solution and extracted three times with 100 ml of diethyl ether ...